The task is: describe an organic reaction: reactants, conditions, products, and yield. This data is from the Open Reaction Database (ORD), a public repository of structured organic reaction records. The reactants are [Cl-], CC(C)CC(CO)N(C)c1nc(SCc2ccccc2)nc2nc(N)sc12, [NH4+], [Na]. The product is CC(C)CC(CO)N(C)c1nc(S)nc2nc(N)sc12. As a reaction SMILES: [Cl-:29].[NH2:1][c:2]1[s:3][c:4]2[c:5]([n:6][c:7]([S:19][CH2:20][c:21]3[cH:22][cH:23][cH:24][cH:25][cH:26]3)[n:8][c:9]2[N:10]([CH:11]([CH2:12][OH:13])[CH2:14][CH:15]([CH3:16])[CH3:17])[CH3:18])[n:27]1.[NH4+:30].[Na:28]>>[NH2:1][c:2]1[s:3][c:4]2[c:5]([n:6][c:7]([SH:19])[n:8][c:9]2[N:10]([CH:11]([CH2:12][OH:13])[CH2:14][CH:15]([CH3:16])[CH3:17])[CH3:18])[n:27]1.